This data is from the Open Reaction Database (ORD), a public repository of structured organic reaction records. The task is: describe an organic reaction: reactants, conditions, products, and yield The reactants are Cl.Cl.ClCC1=NC=CC(=C1)CN(C)C (2-Chloromethyl-4-dimethylaminomethylpyridine dihydrochloride), Cl (hydrochloric acid), Cl.NCCS (Cysteamine hydrochloride), [O-]CC.[Na+] (sodium ethoxide). Run in C(C)O (ethanol), O (Water). Reaction conditions: time 1 hour. Product: CN(C)CC1=CC(=NC=C1)CSCCN (2-[4-dimethylaminomethyl-2-pyridylmethylthio)ethylamine). Yield: 73.6%. Reaction SMILES: Cl.[NH2:2][CH2:3][CH2:4][SH:5].[O-]CC.[Na+].Cl.Cl.Cl[CH2:13][C:14]1[CH:19]=[C:18]([CH2:20][N:21]([CH3:23])[CH3:22])[CH:17]=[CH:16][N:15]=1.Cl>C(O)C.O>[CH3:22][N:21]([CH2:20][C:18]1[CH:17]=[CH:16][N:15]=[C:14]([CH2:13][S:5][CH2:4][CH2:3][NH2:2])[CH:19]=1)[CH3:23] |f:0.1,2.3,4.5.6|. Reported procedure: Cysteamine hydrochloride (3.75 g) was added to a stirred solution of sodium ethoxide (prepared from 2.83 g sodium) in ethanol (200 ml) and the mixture was cooled to less than 10°. 2-Chloromethyl-4-dimethylaminomethylpyridine dihydrochloride (7.3 g) was added portionwise and the solution was stirred for 1 hour. Water (200 ml) was added, the pH was adjusted to ca. 4 with hydrochloric acid and the volume was reduced to ca. 100 ml. The solution was extracted with chloroform, the aqueous phase was ba... Reactants: CCOc1c(C)c(C)c2c(c1C)CCC(C)(COc1ccc([N+](=O)[O-])cc1)O2, CO, c1ccccc1. Product: CCOc1c(C)c(C)c2c(c1C)CCC(C)(COc1ccc(N)cc1)O2. RXN SMILES: [CH2:1]([CH3:2])[O:3][c:4]1[c:5]([CH3:28])[c:6]2[c:11]([c:12]([CH3:15])[c:13]1[CH3:14])[O:10][C:9]([CH2:16][O:17][c:18]1[cH:19][cH:20][c:21]([N+:24]([O-:25])=[O:26])[cH:22][cH:23]1)([CH3:27])[CH2:8][CH2:7]2.[CH3:29][OH:30].[cH:31]1[cH:32][cH:33][cH:34][cH:35][cH:36]1>>[CH2:1]([CH3:2])[O:3][c:4]1[c:5]([CH3:28])[c:6]2[c:11]([c:12]([CH3:15])[c:13]1[CH3:14])[O:10][C:9]([CH2:16][O:17][c:18]1[cH:19][cH:20][c:21]([NH2:24])[cH:22][cH:23]1)([CH3:27])[CH2:8][CH2:7]2. Reactants: ClC1=C(C(=CC=C1)Cl)CC1=NOC(=C1CO)C(C)C ([3-[(2,6-dichlorophenyl)methyl]-5-(1-methylethyl)-4-isoxazolyl]methanol), OC1=CC=C(C=C1)C=1C=C2C=CC=C(C2=CC1)C(=O)OCC (ethyl 6-(4-hydroxyphenyl)-1-naphthalenecarboxylate), C1(=CC=CC=C1)P(C1=CC=CC=C1)C1=CC=CC=C1 (triphenylphosphine), N(=NC(=O)OC(C)C)C(=O)OC(C)C (diisopropyl azodicarboxylate). The solvent is C1(=CC=CC=C1)C (toluene). Reaction conditions: temperature 80 celsius. Yields the product ClC1=C(C(=CC=C1)Cl)CC1=NOC(=C1COC1=CC=C(C=C1)C=1C=C2C=CC=C(C2=CC1)C(=O)OCC)C(C)C (Ethyl 6-[4-({[3-[(2,6-dichlorophenyl)methyl]-5-(1-methylethyl)-4-isoxazolyl]methyl}oxy)phenyl]-1-naphthalenecarboxylate). Yield: 62.7%. As a reaction SMILES: [Cl:1][C:2]1[CH:7]=[CH:6][CH:5]=[C:4]([Cl:8])[C:3]=1[CH2:9][C:10]1[C:14]([CH2:15][OH:16])=[C:13]([CH:17]([CH3:19])[CH3:18])[O:12][N:11]=1.O[C:21]1[CH:26]=[CH:25][C:24]([C:27]2[CH:28]=[C:29]3[C:34](=[CH:35][CH:36]=2)[C:33]([C:37]([O:39][CH2:40][CH3:41])=[O:38])=[CH:32][CH:31]=[CH:30]3)=[CH:23][CH:22]=1.C1(P(C2C=CC=CC=2)C2C=CC=CC=2)C=CC=CC=1.N(C(OC(C)C)=O)=NC(OC(C)C)=O>C1(C)C=CC=CC=1>[Cl:1][C:2]1[CH:7]=[CH:6][CH:5]=[C:4]([Cl:8])[C:3]=1[CH2:9][C:10]1[C:14]([CH2:15][O:16][C:21]2[CH:22]=[CH:23][C:24]([C:27]3[CH:28]=[C:29]4[C:34](=[CH:35][CH:36]=3)[C:33]([C:37]([O:39][CH2:40][CH3:41])=[O:38])=[CH:32][CH:31]=[CH:30]4)=[CH:25][CH:26]=2)=[C:13]([CH:17]([CH3:19])[CH3:18])[O:12][N:11]=1. Reported procedure: A solution of [3-[(2,6-dichlorophenyl)methyl]-5-(1-methylethyl)-4-isoxazolyl]methanol (0.105 g, 0.35 mmol), ethyl 6-(4-hydroxyphenyl)-1-naphthalenecarboxylate (0.102 g, 0.35 mmol), triphenylphosphine (0.092 g, 0.35 mmol) and diisopropyl azodicarboxylate (0.063 mL, 0.35 mmol) in toluene (3.5 mL) was placed in microwave reaction tube and heated to 80° C. for 500 seconds. The solution was concentrated and purified by chromatography (silica gel, hexane to 1:4 ethyl acetate: hexanes) to provide the t... Reactants: C(C)OC(=O)C1(CN(CCC1=O)CC1=CC=CC=C1)C (Ethyl-1-benzyl-3-methyl-4-oxo-piperidine-3-carboxylate), Cl (HCl). Conditions: temperature 100 celsius. Yields the product C(C1=CC=CC=C1)N1CC(C(CC1)=O)C (1-Benzyl-3-methyl-4-piperidone). Isolated yield 76.2%. As a reaction SMILES: C(O[C:4]([C:6]1(C)[C:11](=[O:12])[CH2:10][CH2:9][N:8]([CH2:13][C:14]2[CH:19]=[CH:18][CH:17]=[CH:16][CH:15]=2)[CH2:7]1)=O)C.Cl>>[CH2:13]([N:8]1[CH2:9][CH2:10][C:11](=[O:12])[CH:6]([CH3:4])[CH2:7]1)[C:14]1[CH:15]=[CH:16][CH:17]=[CH:18][CH:19]=1. Reported procedure: Ethyl-1-benzyl-3-methyl-4-oxo-piperidine-3-carboxylate (85 g, 0.31 mol) was dissolved in conc HCl (82 ml, 0.77 mol) and the reaction mixture was heated to 100° C. for 32 hrs. Solvent was removed under reduced pressure and the resulting solid was dissolved in the 300 ml CHCl3 and 400 ml pet ether was added to this under stirring to provide a solid. The solid was filter and was dissolved in 400 ml ethyl acetate and organic layer was washed with 10% NaOH aqueous solution. Layers were separated and ...